Dataset: the Open Reaction Database (ORD), a public repository of structured organic reaction records. Task: describe an organic reaction: reactants, conditions, products, and yield The reactants are ClC=1C(=CC=2C(=NC=3N(C=C(C(C3C2)=O)C(=O)O)C2CC2)C1)F (8-chloro-1-cyclopropyl-7-fluoro-4-oxo-1,4-dihydro-benzo[b][1,8]naphthyridine-3-carboxylic acid), C(C)N1CCNCC1 (1-ethyl-piperazine). Run in N1=CC=CC=C1 (pyridine). The product is C1(CC1)N1C=C(C(C=2C=C3C(=NC12)C=C(C(=C3)F)N3CCN(CC3)CC)=O)C(=O)O (1-cyclopropyl-8-(4-ethyl-1-piperazinyl)-7-fluoro-4-oxo-1,4-dihydro-benzo[b][1,8]naphthyridine-3-carboxylic acid). The yield is 27.2%. Reaction SMILES: Cl[C:2]1[C:3]([F:23])=[CH:4][C:5]2[C:6]([CH:22]=1)=[N:7][C:8]1[N:9]([CH:19]3[CH2:21][CH2:20]3)[CH:10]=[C:11]([C:16]([OH:18])=[O:17])[C:12](=[O:15])[C:13]=1[CH:14]=2.[CH2:24]([N:26]1[CH2:31][CH2:30][NH:29][CH2:28][CH2:27]1)[CH3:25]>N1C=CC=CC=1>[CH:19]1([N:9]2[C:8]3[N:7]=[C:6]4[CH:22]=[C:2]([N:29]5[CH2:30][CH2:31][N:26]([CH2:24][CH3:25])[CH2:27][CH2:28]5)[C:3]([F:23])=[CH:4][C:5]4=[CH:14][C:13]=3[C:12](=[O:15])[C:11]([C:16]([OH:18])=[O:17])=[CH:10]2)[CH2:21][CH2:20]1. Reported procedure: 1-Cyclopropyl-8-(4-ethyl-1-piperazinyl)-7-fluoro-4-oxo-1,4-dihydro-benzo[b][1,8]naphthyridine-3-carboxylic acid is prepared under the conditions of Reference Example 5 but starting from 2 g of 8-chloro-1-cyclopropyl-7-fluoro-4-oxo-1,4-dihydro-benzo[b][1,8]naphthyridine-3-carboxylic acid and 2.74 g of 1-ethyl-piperazine in 20 cm3 of pyridine. The pure product is isolated after a first recrystallization from 105 cm3 of ethanol containing 25% of dimethylformamide followed by a second recrystallizat... The reagents and catalysts are [Zn] (Zinc). Procedure: To the solution of 3-Nitro-6H-benzo[c]chromene-8-carboxylic acid methyl ester (690 mg) in THF/DMF (5 ml/5 ml) was added acetic acid (10 ml), followed by slow addition of Zinc (800 mg). The mixture was stirred for 12 hours and solvents were removed under reduced pressure. The mixture was diluted with EtOAc, and 0.2 N sodium hydroxide solution was added until pH=10. The organic layer was separated and was washed with water and brine and dried with Na2SO4. Concentration and purification by flash co... The yield is 48.6%. The reactants are COC(=O)C=1C=CC2=C(COC3=CC(=CC=C23)[N+](=O)[O-])C1 (3-Nitro-6H-benzo[c]chromene-8-carboxylic acid methyl ester), C(C)(=O)O (acetic acid). As a reaction SMILES: [CH3:1][O:2][C:3]([C:5]1[CH:6]=[CH:7][C:8]2[C:17]3[C:12](=[CH:13][C:14]([N+:18]([O-])=O)=[CH:15][CH:16]=3)[O:11][CH2:10][C:9]=2[CH:21]=1)=[O:4].C(O)(=O)C>C1COCC1.CN(C=O)C.[Zn]>[CH3:1][O:2][C:3]([C:5]1[CH:6]=[CH:7][C:8]2[C:17]3[C:12](=[CH:13][C:14]([NH2:18])=[CH:15][CH:16]=3)[O:11][CH2:10][C:9]=2[CH:21]=1)=[O:4] |f:2.3|. Product: COC(=O)C=1C=CC2=C(COC3=CC(=CC=C23)N)C1 (3-Amino-6H-benzo[c]chromene-8-carboxylic acid methyl ester). The solvent is C1CCOC1.CN(C)C=O (THF DMF). Conditions: time 12 hour. The reactants are CN(C)C(=O)C1CCCCN1C(=O)OCc1ccccc1, CO, Cl. Yields the product CN(C)C(=O)C1CCCCN1, Cl. As a reaction SMILES: [CH3:1][N:2]([C:3](=[O:4])[CH:5]1[N:6]([C:11]([O:12][CH2:13][c:14]2[cH:15][cH:16][cH:17][cH:18][cH:19]2)=[O:20])[CH2:7][CH2:8][CH2:9][CH2:10]1)[CH3:21].[CH3:23][OH:24].[ClH:22]>>[CH3:1][N:2]([C:3](=[O:4])[CH:5]1[NH:6][CH2:7][CH2:8][CH2:9][CH2:10]1)[CH3:21].[ClH:22]. Starting materials: FC=1C=C(C=CC1F)C1=NC(N(C2=CC=CC=C12)CC1=CC=C(C=C1)OC)=O (4-(3,4-Difluorophenyl)-1-(4-methoxybenzyl)-quinazolin-2-one), [BH4-].[Na+] (NaBH4). Solvent: O1CCOCC1 (dioxane). Conditions: time 2 hour. Yields the product FC=1C=C(C=CC1F)C1NC(N(C2=CC=CC=C12)CC1=CC=C(C=C1)OC)=O (4-(3,4-Difluorophenyl)-1-(4-methoxybenzyl)-3,4-dihydro-quinazolin-2-one). As a reaction SMILES: [F:1][C:2]1[CH:3]=[C:4]([C:9]2[C:18]3[C:13](=[CH:14][CH:15]=[CH:16][CH:17]=3)[N:12]([CH2:19][C:20]3[CH:25]=[CH:24][C:23]([O:26][CH3:27])=[CH:22][CH:21]=3)[C:11](=[O:28])[N:10]=2)[CH:5]=[CH:6][C:7]=1[F:8].[BH4-].[Na+]>O1CCOCC1>[F:1][C:2]1[CH:3]=[C:4]([CH:9]2[C:18]3[C:13](=[CH:14][CH:15]=[CH:16][CH:17]=3)[N:12]([CH2:19][C:20]3[CH:21]=[CH:22][C:23]([O:26][CH3:27])=[CH:24][CH:25]=3)[C:11](=[O:28])[NH:10]2)[CH:5]=[CH:6][C:7]=1[F:8] |f:1.2|. Procedure details: To a 0° C. solution of 9 (9.33 g, 24.6 mmol) in dioxane (250 mL) was added NaBH4 (1.02 g, 27.1 mmol) in one portion. The solution stirred for two hours at room temperature. The solvent was removed in vacuo, and the residue was partitioned between CHCl3 and 1 N HCl. The aqueous layer was extracted with CHCl3, and the combined organic extracts were dried, concentrated, and purified by PCTLC (1:1 EtOAc:Hex). A white solid was obtained. 1H NMR (CDCl3, 400 MHz) 7.30-7.04 (m, 6H), 6.93-6.83 (m, 6H), 5...